From a dataset of the Open Reaction Database (ORD), a public repository of structured organic reaction records. describe an organic reaction: reactants, conditions, products, and yield Reactants: CC1(OB(OC1(C)C)C=1C=NNC1)C (4-(4,4,5,5-tetramethyl-1,3,2-dioxaborolan-2-yl)-1H-pyrazole), CS(=O)(=O)OCC1(CC1)C#N ((1-cyanocyclopropyl)methyl methanesulfonate), [H-].[Na+] (sodium hydride). Run in CN(C=O)C (N,N-dimethylformamide), C(C)(=O)OCC (ethyl acetate). Reaction conditions: temperature 110 celsius, time 2 hour. Yields the product CC1(OB(OC1(C)C)C=1C=NN(C1)CC1(CC1)C#N)C ({[4-(4,4,5,5-tetramethyl-1,3,2-dioxaborolan-2-yl)-1H-pyrazol-1-yl]methyl}cyclopropanecarbonitrile). The yield is 109.8%. RXN SMILES: [CH3:1][C:2]1([CH3:14])[C:6]([CH3:8])([CH3:7])[O:5][B:4]([C:9]2[CH:10]=[N:11][NH:12][CH:13]=2)[O:3]1.CS(O[CH2:20][C:21]1([C:24]#[N:25])[CH2:23][CH2:22]1)(=O)=O.[H-].[Na+]>CN(C)C=O.C(OCC)(=O)C>[CH3:1][C:2]1([CH3:14])[C:6]([CH3:7])([CH3:8])[O:5][B:4]([C:9]2[CH:13]=[N:12][N:11]([CH2:20][C:21]3([C:24]#[N:25])[CH2:23][CH2:22]3)[CH:10]=2)[O:3]1 |f:2.3|. Reported procedure: A mixture of 4-(4,4,5,5-tetramethyl-1,3,2-dioxaborolan-2-yl)-1H-pyrazole (0.1 g, 0.5 mmol), (1-cyanocyclopropyl)methyl methanesulfonate (0.14 g, 0.77 mmol), and sodium hydride (31 mg, 0.77 mmol) in N,N-dimethylformamide (1 mL) was stirred at 110° C. for 2 h. After cooling, it was diluted with ethyl acetate, washed with water and brine, dried over Na2SO4. After filtration the filtrate was concentrated to yield 0.15 g of the crude product which was used in the next step reaction without further pu... As a reaction SMILES: [C:1]([CH3:2])([CH3:3])([CH3:4])[O:5][C:6](=[O:7])[NH:8][CH:9]([CH2:10][C:11](=[O:12])[O:13][CH2:14][c:15]1[cH:16][cH:17][cH:18][cH:19][cH:20]1)[CH2:21][OH:22].[CH3:52][c:53]1[cH:54][cH:55][cH:56][cH:57][cH:58]1.[OH:23][c:24]1[cH:25][c:26]([C:27]#[N:28])[cH:29][cH:30][c:31]1[I:32].[c:33]1([P:34]([c:35]2[cH:36][cH:37][cH:38][cH:39][cH:40]2)[c:41]2[cH:42][cH:43][cH:44][cH:45][cH:46]2)[cH:47][cH:48][cH:49][cH:50][cH:51]1>>[C:1]([CH3:2])([CH3:3])([CH3:4])[O:5][C:6](=[O:7])[NH:8][CH:9]([CH2:10][C:11](=[O:12])[O:13][CH2:14][c:15]1[cH:16][cH:17][cH:18][cH:19][cH:20]1)[CH2:21][O:22][c:24]1[cH:25][c:26]([C:27]#[N:28])[cH:29][cH:30][c:31]1[I:32]. The product is CC(C)(C)OC(=O)NC(COc1cc(C#N)ccc1I)CC(=O)OCc1ccccc1. Starting materials: CC(C)(C)OC(=O)NC(CO)CC(=O)OCc1ccccc1, Cc1ccccc1, N#Cc1ccc(I)c(O)c1, c1ccc(P(c2ccccc2)c2ccccc2)cc1. Starting materials: FC=1C=C(C(=O)Cl)C=CC1 (3-fluorobenzoyl chloride), NC1CN2CCC1CC2 (3-aminoquinuclidine). The solvent is CCOCC (ether), CCOCC (ether). Run at time 16 hour. The product is Cl.N12CC(C(CC1)CC2)NC(C2=CC(=CC=C2)F)=O (N-(1-Azabicyclo[2.2.2]oct-3-yl)-3-fluorobenzamide, Monohydrochloride). Isolated yield 62.3%. RXN SMILES: [F:1][C:2]1[CH:3]=[C:4]([CH:8]=[CH:9][CH:10]=1)[C:5]([Cl:7])=[O:6].[NH2:11][CH:12]1[CH:17]2[CH2:18][CH2:19][N:14]([CH2:15][CH2:16]2)[CH2:13]1>CCOCC>[ClH:7].[N:14]12[CH2:19][CH2:18][CH:17]([CH2:16][CH2:15]1)[CH:12]([NH:11][C:5](=[O:6])[C:4]1[CH:8]=[CH:9][CH:10]=[C:2]([F:1])[CH:3]=1)[CH2:13]2 |f:3.4|. Reported procedure: In a closed system, a solution of 3-fluorobenzoyl chloride (7.93 g, 0.050 mole) in 30 ml ether was added dropwise to a stirred solution of 3-aminoquinuclidine (6.3 g, 0.050 mole) in 100 ml ether. After the addition was completed, the mixture was stirred at ambient temperature for 16 hr. The solid hydrochloride salt was collected under a nitrogen atmosphere and vacuum dried for 2 hr, to yield 13.11 g (92.1%). The salt was recrystallized from absolute ethanol-isopropyl ether to give 8.87 g of a wh... Starting materials: IC1=CN(C=2C=NN(C(C21)=O)COCC[Si](C)(C)C)COCC[Si](C)(C)C (3-iodo-1,5-bis(2-trimethylsilylethoxymethyl)-1,5-dihydropyrrolo[2,3-d]pyridazin-4-one), CB(O)O (methylboronic acid), P(=O)([O-])([O-])[O-].[K+].[K+].[K+] (potassium phosphate), C1(CCCCC1)P(C1=C(C=CC=C1)C1=C(C=CC=C1OC)OC)C1CCCCC1 (2-dicyclohexylphosphino-2′,6′-dimethoxybiphenyl). Reagents/catalysts: C(C)(=O)[O-].[Pd+2].C(C)(=O)[O-] (palladium acetate). Solvent: C1(=CC=CC=C1)C (toluene), O1CCCC1 (tetrahydrofuran). Run at time 30 minute. Yields the product CC1=CN(C=2C=NN(C(C21)=O)COCC[Si](C)(C)C)COCC[Si](C)(C)C (3-Methyl-1,5-bis(2-trimethylsilylethoxymethyl)-1,5-dihydropyrrolo[2,3-d]pyridazin-4-one). Yield: 917.4%. RXN SMILES: [CH:1]1(P(C2CCCCC2)C2C=CC=CC=2C2C(OC)=CC=CC=2OC)CCCCC1.I[C:31]1[C:39]2[C:38](=[O:40])[N:37]([CH2:41][O:42][CH2:43][CH2:44][Si:45]([CH3:48])([CH3:47])[CH3:46])[N:36]=[CH:35][C:34]=2[N:33]([CH2:49][O:50][CH2:51][CH2:52][Si:53]([CH3:56])([CH3:55])[CH3:54])[CH:32]=1.CB(O)O.P([O-])([O-])([O-])=O.[K+].[K+].[K+]>C([O-])(=O)C.[Pd+2].C([O-])(=O)C.C1(C)C=CC=CC=1.O1CCCC1>[CH3:1][C:31]1[C:39]2[C:38](=[O:40])[N:37]([CH2:41][O:42][CH2:43][CH2:44][Si:45]([CH3:48])([CH3:47])[CH3:46])[N:36]=[CH:35][C:34]=2[N:33]([CH2:49][O:50][CH2:51][CH2:52][Si:53]([CH3:56])([CH3:55])[CH3:54])[CH:32]=1 |f:3.4.5.6,7.8.9|. Reported procedure: 1 ml of tetrahydrofuran was added to 34 mg (0.15 mmol) of palladium acetate and 126 mg (0.306 mmol) of 2-dicyclohexylphosphino-2′,6′-dimethoxybiphenyl, the mixture was degassed under reduced pressure and replaced with argon. Then, the mixture was stirred at room temperature for 30 minutes. Thereafter, 1.59 g (3.04 mmol) of 3-iodo-1,5-bis(2-trimethylsilylethoxymethyl)-1,5-dihydropyrrolo[2,3-d]pyridazin-4-one obtained in Reference example 18-(b), 551 mg (9.20 mmol) of methylboronic acid, 2.62 g (1... Reported procedure: To a solution of N-[4-(3-methoxyphenyl)-1,2-dihydro-2-oxo-1,8-naphthyridin-3-yl]-N'-(2,6-diisopropylphenyl)urea (200 mg, 0.43 mmol) and N-(3-bromopropyl)phthalimide (133 mg, 0.50 mmol) in DMF (10 ml) was added potassium carbonate (114 mg, 0.83 mmol), and the mixture was stirred at 50°-60° C. for one hour. After allowed to stand for cooling, the mixture was poured into water, and the mixture was extracted with ethyl acetate. The extract was washed with water, washed with a saturated aqueous sodiu... Reaction conditions: time 1 hour. Yields the product C1(C=2C(C(N1CCCN1C(C(=C(C3=CC=CN=C13)C1=CC(=CC=C1)OC)NC(=O)NC1=C(C=CC=C1C(C)C)C(C)C)=O)=O)=CC=CC2)=O (N-[1-(3-phthalimidopropyl)-4-(3-methoxyphenyl)-1,2-dihydro-2-oxo-1,8-naphthyridin-3-yl]-N'-(2,6-diisopropylphenyl)urea). Starting materials: O (water), COC=1C=C(C=CC1)C1=C(C(NC2=NC=CC=C12)=O)NC(=O)NC1=C(C=CC=C1C(C)C)C(C)C (N-[4-(3-methoxyphenyl)-1,2-dihydro-2-oxo-1,8-naphthyridin-3-yl]-N'-(2,6-diisopropylphenyl)urea), BrCCCN1C(C=2C(C1=O)=CC=CC2)=O (N-(3-bromopropyl)phthalimide), C([O-])([O-])=O.[K+].[K+] (potassium carbonate). Isolated yield 81.4%. As a reaction SMILES: [CH3:1][O:2][C:3]1[CH:4]=[C:5]([C:9]2[C:18]3[C:13](=[N:14][CH:15]=[CH:16][CH:17]=3)[NH:12][C:11](=[O:19])[C:10]=2[NH:20][C:21]([NH:23][C:24]2[C:29]([CH:30]([CH3:32])[CH3:31])=[CH:28][CH:27]=[CH:26][C:25]=2[CH:33]([CH3:35])[CH3:34])=[O:22])[CH:6]=[CH:7][CH:8]=1.Br[CH2:37][CH2:38][CH2:39][N:40]1[C:44](=[O:45])[C:43]2=[CH:46][CH:47]=[CH:48][CH:49]=[C:42]2[C:41]1=[O:50].C(=O)([O-])[O-].[K+].[K+].O>CN(C=O)C>[C:41]1(=[O:50])[N:40]([CH2:39][CH2:38][CH2:37][N:12]2[C:13]3[C:18](=[CH:17][CH:16]=[CH:15][N:14]=3)[C:9]([C:5]3[CH:6]=[CH:7][CH:8]=[C:3]([O:2][CH3:1])[CH:4]=3)=[C:10]([NH:20][C:21]([NH:23][C:24]3[C:29]([CH:30]([CH3:31])[CH3:32])=[CH:28][CH:27]=[CH:26][C:25]=3[CH:33]([CH3:35])[CH3:34])=[O:22])[C:11]2=[O:19])[C:44](=[O:45])[C:43]2=[CH:46][CH:47]=[CH:48][CH:49]=[C:42]12 |f:2.3.4|. The solvent is CN(C)C=O (DMF). The reactants are [H-].[Na+] (NaH), O (water), NC1=C(C=CC=C1)C(C1=CC=CC=C1)=O (o-amino benzophenone), C(C)(=O)OC(C)=O (acetic acid anhydride). Run in O1CCCC1 (tetrahydrofuran), CN(C=O)C (dimethyl formamide). Conditions: temperature 110 celsius, time 2 hour. The product is O=C1NC2=CC=CC=C2C(=C1)C1=CC=CC=C1 (1,2-dihydro-2-oxo-4-phenyl-quinoline). As a reaction SMILES: [NH2:1][C:2]1[CH:7]=[CH:6][CH:5]=[CH:4][C:3]=1[C:8](=O)[C:9]1[CH:14]=[CH:13][CH:12]=[CH:11][CH:10]=1.[C:16](OC(=O)C)(=[O:18])[CH3:17].[H-].[Na+].O>O1CCCC1.CN(C)C=O>[O:18]=[C:16]1[CH:17]=[C:8]([C:9]2[CH:14]=[CH:13][CH:12]=[CH:11][CH:10]=2)[C:3]2[C:2](=[CH:7][CH:6]=[CH:5][CH:4]=2)[NH:1]1 |f:2.3|. Reported procedure: A mixture of o-amino benzophenone (10 g) and acetic acid anhydride (10 ml) in tetrahydrofuran (150 ml) was refluxed for 8 hours. The mixture was thereafter evaporated and the residue was partitioned between sat NaHCO3, (20 ml) and diethylether (150 ml). The organic phase was dried and evaporated to give a yellow oil which was redissolved in dimethyl formamide (150 ml). To this solution was added NaH (5 g) and the mixture was stirred at 110° C. for 11/2 hour, whereafter it was cooled to room temp...